Dataset: the Open Reaction Database (ORD), a public repository of structured organic reaction records. Task: describe an organic reaction: reactants, conditions, products, and yield The reactants are NC1CC2CCCC(C1)N2C(=O)OC(C)(C)C (3-amino-9-t-butoxycarbonyl-9-azabicyclo[3.3.1]nonane), C1=CC=CC=2OC3=CC=CC=C3C(C12)C(=O)O (xanthene-9-carboxylic acid), CCN=C=NCCCN(C)C.Cl (EDCI.HCl), ON1N=NC2=C1C=CC=C2 (1-hydroxybenzotriazole). Solvent: O (water), CN(C=O)C (N,N-dimethylformamide). Run at time 21 hour. The product is C1(CCCCCCC1)CN1C2CC(CC1CCC2)NC(=O)C2C1=CC=CC=C1OC=1C=CC=CC21 (N-[9-(cyclooctylmethyl)-9-azabicyclo[3.3.1]nonan-3-yl]xanthene-9-carboxamide). Yield: 92.9%. Reaction SMILES: [NH2:1][CH:2]1[CH2:9][CH:8]2[N:10]([C:11](OC(C)(C)C)=O)[CH:4]([CH2:5][CH2:6][CH2:7]2)[CH2:3]1.[CH:18]1[C:31]2[CH:30]([C:32]([OH:34])=O)[C:29]3[C:24](=[CH:25][CH:26]=[CH:27][CH:28]=3)[O:23][C:22]=2[CH:21]=[CH:20][CH:19]=1.CCN=C=N[CH2:40][CH2:41][CH2:42]N(C)C.Cl.ON1[C:52]2[CH:53]=C[CH:55]=[CH:56][C:51]=2N=N1>O.CN(C)C=O>[CH:40]1([CH2:11][N:10]2[CH:4]3[CH2:5][CH2:6][CH2:7][CH:8]2[CH2:9][CH:2]([NH:1][C:32]([CH:30]2[C:31]4[CH:18]=[CH:19][CH:20]=[CH:21][C:22]=4[O:23][C:24]4[C:29]2=[CH:28][CH:27]=[CH:26][CH:25]=4)=[O:34])[CH2:3]3)[CH2:41][CH2:42][CH2:55][CH2:56][CH2:51][CH2:52][CH2:53]1 |f:2.3|. Procedure details: 15 ml of anhydrous N,N-dimethylformamide suspension having 165 mg of 3-amino-9-t-butoxycarbonyl-9-azabicyclo[3.3.1]nonane and 155 mg of xanthene-9-carboxylic acid was cooled with ice, and 224 mg of EDCI.HCl and 157 mg of 1-hydroxybenzotriazole were successively added thereto. The temperature was raised to room temperature immediately, and the reaction mixture was stirred for 21 hours. 10 ml of water was added to the reaction solution, followed by extraction with diethyl ether. The organic layer ... The reactants are C=C(COC(=O)CCCCCCCBr)COC(=O)NCCCCCCCCCCCCCCCCCC, Cc1ccccc1, c1c[nH]cn1. The product is C=C(COC(=O)CCCCCCCn1ccnc1)COC(=O)NCCCCCCCCCCCCCCCCCC. As a reaction SMILES: [CH2:1]([CH2:2][CH2:3][CH2:4][CH2:5][CH2:6][CH2:7][CH2:8][CH2:9][CH2:10][CH2:11][CH2:12][CH2:13][CH2:14][CH2:15][CH2:16][CH2:17][CH3:18])[NH:19][C:20](=[O:21])[O:22][CH2:23][C:24]([CH2:25][O:26][C:27]([CH2:28][CH2:29][CH2:30][CH2:31][CH2:32][CH2:33][CH2:34][Br:35])=[O:36])=[CH2:37].[CH3:43][c:44]1[cH:45][cH:46][cH:47][cH:48][cH:49]1.[nH:38]1[cH:39][n:40][cH:41][cH:42]1>>[CH2:1]([CH2:2][CH2:3][CH2:4][CH2:5][CH2:6][CH2:7][CH2:8][CH2:9][CH2:10][CH2:11][CH2:12][CH2:13][CH2:14][CH2:15][CH2:16][CH2:17][CH3:18])[NH:19][C:20](=[O:21])[O:22][CH2:23][C:24]([CH2:25][O:26][C:27]([CH2:28][CH2:29][CH2:30][CH2:31][CH2:32][CH2:33][CH2:34][n:38]1[cH:39][n:40][cH:41][cH:42]1)=[O:36])=[CH2:37]. The reactants are C(CC)C(CCC)S(=O)(=O)C[C@H](N)C(=O)O (3-[(1-propylbutyl)sulfonyl]alanine), C(=O)(OCC1=CC=CC=C1)NC(CCC(=O)N)=O (N-Cbz succinamide), CN1CCOCC1 (NMM). Run in C(Cl)Cl (methylene chloride). Conditions: temperature 0 celsius, time 4 hour. Product: C(C1=CC=CC=C1)OC(=O)N[C@@H](CS(=O)(=O)C(CCC)CCC)C(=O)O (N-[(benzyloxy)carbonyl]-3-[(1-propylbutyl)sulfonyl]alanine). The yield is 109.5%. As a reaction SMILES: [CH2:1]([CH:4]([S:8]([CH2:11][C@@H:12]([C:14]([OH:16])=[O:15])[NH2:13])(=[O:10])=[O:9])[CH2:5][CH2:6][CH3:7])[CH2:2][CH3:3].[C:17](NC(=O)CCC(N)=O)([O:19][CH2:20][C:21]1[CH:26]=[CH:25][CH:24]=[CH:23][CH:22]=1)=[O:18].CN1CCOCC1>C(Cl)Cl>[CH2:20]([O:19][C:17]([NH:13][C@H:12]([C:14]([OH:16])=[O:15])[CH2:11][S:8]([CH:4]([CH2:5][CH2:6][CH3:7])[CH2:1][CH2:2][CH3:3])(=[O:9])=[O:10])=[O:18])[C:21]1[CH:26]=[CH:25][CH:24]=[CH:23][CH:22]=1. Procedure details: A 250 ml round bottom flask equipped with magnetic stir bar and N2 inlet was charged with 7.8 g (27 mmole) 3-[(1-propylbutyl)sulfonyl]alanine and 7.4 g (30 mmole) N-Cbz succinamide in 100 ml methylene chloride. The reaction was cooled to 0° C., and 6.9 g NMM was added dropwise. The reaction was allowed to warm to room temperature and stirred for 4 hours at which point HPLC analysis indicated complete reaction. The reaction was concentrated in vacuo and partitioned between ethyl acetate and 1 N H... The reactants are O (Water), BrC1=CC=C(C=C1)C=1N=C(NC1)C1CC1 (4-(4-bromophenyl)-2-cyclopropyl-1H-imidazole), C([O-])([O-])=O.[Cs+].[Cs+] (cesium carbonate), IC (iodomethane). Solvent: C1CCOC1 (THF). Reaction conditions: time 19 hour. The product is BrC1=CC=C(C=C1)C=1N=C(N(C1)C)C1CC1 (4-(4-Bromophenyl)-2-cyclopropyl-1-methyl-1H-imidazole). Reaction SMILES: [Br:1][C:2]1[CH:7]=[CH:6][C:5]([C:8]2[N:9]=[C:10]([CH:13]3[CH2:15][CH2:14]3)[NH:11][CH:12]=2)=[CH:4][CH:3]=1.[C:16](=O)([O-])[O-].[Cs+].[Cs+].IC.O>C1COCC1>[Br:1][C:2]1[CH:3]=[CH:4][C:5]([C:8]2[N:9]=[C:10]([CH:13]3[CH2:15][CH2:14]3)[N:11]([CH3:16])[CH:12]=2)=[CH:6][CH:7]=1 |f:1.2.3|. Procedure: To a solution of 4-(4-bromophenyl)-2-cyclopropyl-1H-imidazole (2.43 g, 9.23 mmol) and cesium carbonate (6.02 g, 18.47 mmol) in THF (30 mL) was added iodomethane (1.27 mL, 20.31 mmol). The reaction was stirred at rt for 19 hours. Water was added and the mixture was extracted with ethyl acetate. The organics were dried (MgSO4) and concentrated to afford the title compound which was used without further purification. LCMS: [M+1]+=277. Reactants: SC=1NC=2C(N1)=CSC2 (2-mercaptothieno[3,4-d]imidazole), FC(C1=CC=C(COC2=CC(=NC=C2)CCl)C=C1)(F)F (4-(4-Trifluoromethylbenzyloxy)-2-chloromethylpyridine). Run in C(C)O (ethanol). Run at temperature 60 celsius, time 1.5 hour. The product is Cl.Cl.FC(C1=CC=C(COC2=CC(=NC=C2)CSC2=NC=3C(N2)=CSC3)C=C1)(F)F (2-[4-(4-Trifluoromethylbenzyloxy)-2-picolylmercapto]-1H-thieno[3,4-d]imidazole dihydrochloride). As a reaction SMILES: [SH:1][C:2]1[NH:3][C:4]2[C:5](=[CH:7][S:8][CH:9]=2)[N:6]=1.[F:10][C:11]([F:29])([F:28])[C:12]1[CH:27]=[CH:26][C:15]([CH2:16][O:17][C:18]2[CH:23]=[CH:22][N:21]=[C:20]([CH2:24][Cl:25])[CH:19]=2)=[CH:14][CH:13]=1>C(O)C>[ClH:25].[ClH:25].[F:29][C:11]([F:10])([F:28])[C:12]1[CH:27]=[CH:26][C:15]([CH2:16][O:17][C:18]2[CH:23]=[CH:22][N:21]=[C:20]([CH2:24][S:1][C:2]3[NH:6][C:5]4=[CH:7][S:8][CH:9]=[C:4]4[N:3]=3)[CH:19]=2)=[CH:14][CH:13]=1 |f:3.4.5|. Procedure: 0.625 g (4 mmol) of 2-mercaptothieno[3,4-d]imidazole are added at 25° C. to 1.35 g (4 mmol) of the title compound from Example 4 in 50 ml of ethanol, and the mixture is stirred at 60° C. for 1.5 hours. The reaction mixture is concentrated in vacuo, and the residue is treated with acetone, filtered off with suction, washed with acetone and dried in vacuo, m.p. 180°-182° C. The reactants are CC(C)c1cc(Oc2c(Br)cc(CCO)cc2Br)nnc1Cl, ClCCl, CC#N, [O-][Cl+][O-], [O-]Cl, [Na+], [Na+], [Na+], [Na+], [Na+], [Na+], O, O=P([O-])([O-])[O-], O=S([O-])O. The product is CC(C)c1cc(Oc2c(Br)cc(CC(=O)O)cc2Br)nnc1Cl. Reaction SMILES: [Br:1][c:2]1[cH:3][c:4]([CH2:20][CH2:21][OH:22])[cH:5][c:6]([Br:19])[c:7]1[O:8][c:9]1[n:10][n:11][c:12]([Cl:18])[c:13]([CH:15]([CH3:16])[CH3:17])[cH:14]1.[CH2:38]([Cl:39])[Cl:40].[CH3:35][C:36]#[N:37].[Cl+:23]([O-:24])[O-:25].[Cl:27][O-:28].[Na+:26].[Na+:29].[Na+:34].[Na+:46].[Na+:47].[Na+:48].[OH2:49].[P:41]([O-:42])([O-:43])([O-:44])=[O:45].[S:30](=[O:31])([OH:32])[O-:33]>>[Br:1][c:2]1[cH:3][c:4]([CH2:20][C:21](=[O:22])[OH:24])[cH:5][c:6]([Br:19])[c:7]1[O:8][c:9]1[n:10][n:11][c:12]([Cl:18])[c:13]([CH:15]([CH3:16])[CH3:17])[cH:14]1. Starting materials: CC(C)(C)[Si](OC1CCC(O)CC1)(c1ccccc1)c1ccccc1, C1CCOC1, O=C(NC1C2CC3CC(C2)CC1C3)c1ccc(O)cc1, CCOC(=O)N=NC(=O)OCC, CN(C)C=O, c1ccc(P(c2ccccc2)c2ccccc2)cc1. Product: CC(C)(C)[Si](OC1CCC(Oc2ccc(C(=O)NC3C4CC5CC(C4)CC3C5)cc2)CC1)(c1ccccc1)c1ccccc1. RXN SMILES: [C:40]([CH3:41])([CH3:42])([CH3:43])[Si:44]([O:45][CH:46]1[CH2:47][CH2:48][CH:49]([OH:52])[CH2:50][CH2:51]1)([c:53]1[cH:54][cH:55][cH:56][cH:57][cH:58]1)[c:59]1[cH:60][cH:61][cH:62][cH:63][cH:64]1.[CH2:77]1[O:78][CH2:79][CH2:80][CH2:81]1.[CH:1]12[CH:2]([NH:11][C:12]([c:13]3[cH:14][cH:15][c:16]([OH:19])[cH:17][cH:18]3)=[O:20])[CH:3]3[CH2:4][CH:5]([CH2:6][CH:7]([CH2:8]1)[CH2:9]3)[CH2:10]2.[O:65]=[C:66]([O:67][CH2:68][CH3:69])[N:70]=[N:71][C:72]([O:73][CH2:74][CH3:75])=[O:76].[O:82]=[CH:83][N:84]([CH3:85])[CH3:86].[c:21]1([P:22]([c:23]2[cH:24][cH:25][cH:26][cH:27][cH:28]2)[c:29]2[cH:30][cH:31][cH:32][cH:33][cH:34]2)[cH:35][cH:36][cH:37][cH:38][cH:39]1>>[CH:1]12[CH:2]([NH:11][C:12]([c:13]3[cH:14][cH:15][c:16]([O:19][CH:49]4[CH2:48][CH2:47][CH:46]([O:45][Si:44]([C:40]([CH3:41])([CH3:42])[CH3:43])([c:53]5[cH:54][cH:55][cH:56][cH:57][cH:58]5)[c:59]5[cH:60][cH:61][cH:62][cH:63][cH:64]5)[CH2:51][CH2:50]4)[cH:17][cH:18]3)=[O:20])[CH:3]3[CH2:4][CH:5]([CH2:6][CH:7]([CH2:8]1)[CH2:9]3)[CH2:10]2. Reaction SMILES: [Al+3:26].[CH2:39]([O:40][CH2:41][CH3:42])[CH3:43].[F:1][C:2]([c:3]1[cH:4][cH:5][c:6]([O:7][c:8]2[cH:9][cH:10][c:11]([O:12][CH:13]([C:14](=[O:15])[NH:16][CH3:17])[CH3:18])[cH:19][cH:20]2)[cH:21][cH:22]1)([F:23])[F:24].[H-:25].[H-:28].[H-:29].[H-:30].[Li+:27].[Mg+2:33].[Na+:32].[O-:34][S:35](=[O:36])(=[O:37])[O-:38].[OH-:31].[OH2:44]>>[F:1][C:2]([c:3]1[cH:4][cH:5][c:6]([O:7][c:8]2[cH:9][cH:10][c:11]([O:12][CH:13]([CH2:14][NH:16][CH3:17])[CH3:18])[cH:19][cH:20]2)[cH:21][cH:22]1)([F:23])[F:24]. Reactants: [Al+3], CCOCC, CNC(=O)C(C)Oc1ccc(Oc2ccc(C(F)(F)F)cc2)cc1, [H-], [H-], [H-], [H-], [Li+], [Mg+2], [Na+], O=S(=O)([O-])[O-], [OH-], O. Yields the product CNCC(C)Oc1ccc(Oc2ccc(C(F)(F)F)cc2)cc1.